Dataset: the Open Reaction Database (ORD), a public repository of structured organic reaction records. Task: describe an organic reaction: reactants, conditions, products, and yield Starting materials: [Br-].FC1=CC=C(C[P+](C2=CC=CC=C2)(C2=CC=CC=C2)C2=CC=CC=C2)C=C1 (4-fluorobenzyltriphenylphosphonium bromide), C1(=CC=CC=C1)[Si]1(CCC(CC1)C1CCC(CC1)C=O)CCCCC (4-(4-phenyl-4-n-pentyl-4-silacyclohexyl)cyclohexane carbaldehyde). The product is FC1=CC=C(C=C1)CC[C@@H]1CC[C@H](CC1)[C@@H]1CC[Si@H](CC1)CCCCC (trans-4-(trans-4-(2-(4-fiuorophenyl)ethyl)cyclohexyl)- 1-n-pentyl-1-silacyclohexane). Reaction SMILES: [Br-].[F:2][C:3]1[CH:28]=[CH:27][C:6]([CH2:7][P+](C2C=CC=CC=2)(C2C=CC=CC=2)C2C=CC=CC=2)=[CH:5][CH:4]=1.[C:29]1([Si:35]2(CCCCC)[CH2:40][CH2:39][CH:38]([CH:41]3[CH2:46][CH2:45][CH:44]([CH:47]=O)[CH2:43][CH2:42]3)[CH2:37][CH2:36]2)C=[CH:33][CH:32]=[CH:31][CH:30]=1>>[F:2][C:3]1[CH:4]=[CH:5][C:6]([CH2:7][CH2:47][C@H:44]2[CH2:43][CH2:42][C@H:41]([C@H:38]3[CH2:39][CH2:40][Si@H:35]([CH2:29][CH2:30][CH2:31][CH2:32][CH3:33])[CH2:36][CH2:37]3)[CH2:46][CH2:45]2)=[CH:27][CH:28]=1 |f:0.1|. Procedure: The general procedure of Example 4 was repeated using 4-fluorobenzyltriphenylphosphonium bromide and 4-(4-phenyl-4-n-pentyl-4-silacyclohexyl)cyclohexane carbaldehyde, thereby obtaining trans-4-(trans-4-(2-(4-fiuorophenyl)ethyl)cyclohexyl)- 1-n-pentyl-1-silacyclohexane with the following results of IR and 13C-NMR analyses. Reactants: C(N)(=O)C(C(C)C)(C)NCC1=C(C(=O)OCC)C=C(C=N1)CC (ethyl 2-{[(1-carbamoyl-1,2-dimethylpropyl)amino]methyl}-5-ethylnicotinate), [OH-].[Na+] (NaOH), O (water). Solvent: CO (methanol), C(C)(=O)OCC (ethyl acetate), O1CCCC1 (tetrahydrofuran), CO (methanol). Yields the product C(N)(=O)C(C(C)C)(C)NCC1=C(C(=O)O)C=C(C=N1)CC (2-{[(1-carbamoyl-1,2-dimethylpropyl)amino]methyl}-5-ethylnicotinic acid). Isolated yield 60.7%. Reaction SMILES: [C:1]([C:4]([NH:9][CH2:10][C:11]1[N:21]=[CH:20][C:19]([CH2:22][CH3:23])=[CH:18][C:12]=1[C:13]([O:15]CC)=[O:14])([CH3:8])[CH:5]([CH3:7])[CH3:6])(=[O:3])[NH2:2].[OH-].[Na+].O>CO.C(OCC)(=O)C.O1CCCC1>[C:1]([C:4]([NH:9][CH2:10][C:11]1[N:21]=[CH:20][C:19]([CH2:22][CH3:23])=[CH:18][C:12]=1[C:13]([OH:15])=[O:14])([CH3:8])[CH:5]([CH3:7])[CH3:6])(=[O:3])[NH2:2] |f:1.2|. Reported procedure: A solution of 5.6 g of ethyl 2-{[(1-carbamoyl-1,2-dimethylpropyl)amino]methyl}-5-ethylnicotinate (0.0174 mol) in 30 mL of methanol containing 2 g of NaOH (0.05 mol) and 10 mL water is stirred at room temperature for two hours and 30 minutes. The reaction is concentrated in vacuo and redissolved in 30 mL water; adjustment of the pH to 4 with concentrated hydrochloric acid and concentration in vacuo gives a gum. This residue is dissolved in a mixture of ethyl acetate, tetrahydrofuran, and methanol...